From a dataset of the Open Reaction Database (ORD), a public repository of structured organic reaction records. describe an organic reaction: reactants, conditions, products, and yield Reactants: C1=C(C=CC=2C3=CC=CC=C3CC12)CCC(C)O (4-(2-fluorenyl)-butan-2-ol), C(C)(=O)OC(C)=O (acetic anhydride). Run in N1=CC=CC=C1 (pyridine). Yields the product C(C)(=O)OC(C)CCC1=CC=2CC3=CC=CC=C3C2C=C1 (4-(2-fluorenyl)-butan-2-ol acetate). Isolated yield 90.0%. Reaction SMILES: [CH:1]1[C:13]2[CH2:12][C:11]3[C:6](=[CH:7][CH:8]=[CH:9][CH:10]=3)[C:5]=2[CH:4]=[CH:3][C:2]=1[CH2:14][CH2:15][CH:16]([OH:18])[CH3:17].[C:19](OC(=O)C)(=[O:21])[CH3:20]>N1C=CC=CC=1>[C:19]([O:18][CH:16]([CH2:15][CH2:14][C:2]1[CH:3]=[CH:4][C:5]2[C:6]3[C:11](=[CH:10][CH:9]=[CH:8][CH:7]=3)[CH2:12][C:13]=2[CH:1]=1)[CH3:17])(=[O:21])[CH3:20]. Procedure: To 4.72 grams of 4-(2-fluorenyl)-butan-2-ol were added 1.74 grams of pyridine and 2.24 grams of acetic anhydride and the mixture was heated to reflux for 25 hours. An excess of acetic anhydride and pyridine was removed by evaporation, the residue was subjected to a silica gel column chromatography, the column was eluted with a 4:1 mixture of n-hexane and ethyl acetate, and the resulting crystals were recrystallized from n-hexane to give 5 grams of 4-(2-fluorenyl)-butan-2-ol acetate, white crysta...